From a dataset of the Open Reaction Database (ORD), a public repository of structured organic reaction records. describe an organic reaction: reactants, conditions, products, and yield Starting materials: COc1ncccc1N1CCC2(CC1)CCN(c1ccc(OC(F)(F)F)cc1)C2=O, C[Si](C)(C)Cl, CC#N, CCOC(C)=O, Cl, [I-], [Na+], [Na+], O=S([O-])O. Yields the product O=C1N(c2ccc(OC(F)(F)F)cc2)CCC12CCN(c1cccnc1O)CC2. Reaction SMILES: [CH3:1][O:2][c:3]1[n:4][cH:5][cH:6][cH:7][c:8]1[N:9]1[CH2:10][CH2:11][C:12]2([CH2:13][CH2:14][N:15]([c:18]3[cH:19][cH:20][c:21]([O:24][C:25]([F:26])([F:27])[F:28])[cH:22][cH:23]3)[C:16]2=[O:17])[CH2:29][CH2:30]1.[CH3:33][Si:34]([Cl:35])([CH3:36])[CH3:37].[CH3:44][C:45]#[N:46].[CH3:47][CH2:48][O:49][C:50]([CH3:51])=[O:52].[ClH:38].[I-:31].[Na+:32].[Na+:43].[S:39](=[O:40])([OH:41])[O-:42]>>[OH:2][c:3]1[n:4][cH:5][cH:6][cH:7][c:8]1[N:9]1[CH2:10][CH2:11][C:12]2([CH2:13][CH2:14][N:15]([c:18]3[cH:19][cH:20][c:21]([O:24][C:25]([F:26])([F:27])[F:28])[cH:22][cH:23]3)[C:16]2=[O:17])[CH2:29][CH2:30]1. The reactants are [Cl-].[Cl-].[Zn+2] (ZnCl2), CN(C)C(=S)[S-].[Na+] (sodium dimethyl dithiocarbamate), CN(C)C(=S)[S-].[Na+] (Sodium dimethyl dithiocarbamate). The solvent is O (H2O). Procedure: Sodium dimethyl dithiocarbamate (75.2 g, 0.66 mole) is dissolved in 100 ml H2O. A ZnCl2 solution (45.4 g, 0.33 mole dissolved in 300 ml H2O) is added to the sodium dimethyl dithiocarbamate solution. Immediately, a white precipitate forms which is filtered and dried to give a quantitative yield of zinc dimethyl dithiocarbamate. Product: CN(C)C(=S)[S-].CN(C)C(=S)[S-].[Zn+2] (zinc dimethyl dithiocarbamate). Reaction SMILES: [CH3:1][N:2]([C:4]([S-:6])=[S:5])[CH3:3].[Na+].[Cl-].[Cl-].[Zn+2:10]>O>[CH3:1][N:2]([C:4]([S-:6])=[S:5])[CH3:3].[CH3:1][N:2]([C:4]([S-:6])=[S:5])[CH3:3].[Zn+2:10] |f:0.1,2.3.4,6.7.8|. Starting materials: Cl.NC1=C2N=CN(C2=NC=N1)C1=CC=C(C=C1)NC(=O)NC1=CC(=C(C=C1)Cl)C(F)(F)F (1-[4-(6-aminopurin-9-yl)phenyl]-3-(4-chloro-3-(trifluoromethyl)phenyl)urea hydrochloride), C(C)(C)(C)OC(=O)N[C@@H](C(C)(C)C)C(=O)O (tert-butoxycarbonyl-L-tert-butylglycine). The product is Cl.N[C@H](C[N-]C1=C2N=CN(C2=NC=N1)C1=CC=C(C=C1)NC(=O)NC1=CC(=C(C=C1)Cl)C(F)(F)F)C(C)(C)C ((S)-2-Amino-N-(9-{4-[3-(4-chloro-3-(trifluoromethyl)phenyl)ureido]phenyl}-9H-purin-6-yl)-3,3-dimethylbutylamide hydrochloride). Reaction SMILES: Cl.[NH2:2][C:3]1[N:11]=[CH:10][N:9]=[C:8]2[C:4]=1[N:5]=[CH:6][N:7]2[C:12]1[CH:17]=[CH:16][C:15]([NH:18][C:19]([NH:21][C:22]2[CH:27]=[CH:26][C:25]([Cl:28])=[C:24]([C:29]([F:32])([F:31])[F:30])[CH:23]=2)=[O:20])=[CH:14][CH:13]=1.C(OC([NH:40][C@H:41]([C:46](O)=O)[C:42]([CH3:45])([CH3:44])[CH3:43])=O)(C)(C)C>>[ClH:28].[NH2:40][C@@H:41]([C:42]([CH3:45])([CH3:44])[CH3:43])[CH2:46][N-:2][C:3]1[N:11]=[CH:10][N:9]=[C:8]2[C:4]=1[N:5]=[CH:6][N:7]2[C:12]1[CH:13]=[CH:14][C:15]([NH:18][C:19]([NH:21][C:22]2[CH:27]=[CH:26][C:25]([Cl:28])=[C:24]([C:29]([F:31])([F:32])[F:30])[CH:23]=2)=[O:20])=[CH:16][CH:17]=1 |f:0.1,3.4|. Procedure details: The title compound can be synthesized from 1-[4-(6-aminopurin-9-yl)phenyl]-3-(4-chloro-3-(trifluoromethyl)phenyl)urea hydrochloride and tert-butoxycarbonyl-L-tert-butylglycine by using the same method as in Example 96. Reactants: CCOc1ccc(C=O)cc1CCl, CCOP(OCC)OCC. Product: CCOc1ccc(C=O)cc1CP(=O)(OCC)OCC. As a reaction SMILES: [CH2:1]([CH3:2])[O:3][c:4]1[c:5]([CH2:12][Cl:13])[cH:6][c:7]([CH:8]=[O:9])[cH:10][cH:11]1.[P:14]([O:15][CH2:16][CH3:17])([O:18][CH2:19][CH3:20])[O:21][CH2:22][CH3:23]>>[CH2:1]([CH3:2])[O:3][c:4]1[c:5]([CH2:12][P:14]([O:15][CH2:16][CH3:17])([O:18][CH2:19][CH3:20])=[O:21])[cH:6][c:7]([CH:8]=[O:9])[cH:10][cH:11]1. Starting materials: CCN(C(C)C)C(C)C, [H][H], COC(=O)C1CN(Cc2ccc(-c3nc4ccc(C5(c6ccccc6)CC5)nc4s3)c([N+](=O)[O-])c2)C1, O. Product: COC(=O)C1CN(Cc2ccc(-c3nc4ccc(C5(c6ccccc6)CC5)nc4s3)c(N)c2)C1. As a reaction SMILES: [CH:37]([N:38]([CH2:39][CH3:40])[CH:41]([CH3:42])[CH3:43])([CH3:44])[CH3:45].[H:46][H:47].[N+:1]([O-:2])(=[O:3])[c:4]1[cH:5][c:6]([CH2:28][N:29]2[CH2:30][CH:31]([C:33](=[O:34])[O:35][CH3:36])[CH2:32]2)[cH:7][cH:8][c:9]1-[c:10]1[s:11][c:12]2[n:13][c:14]([C:19]3([c:22]4[cH:23][cH:24][cH:25][cH:26][cH:27]4)[CH2:20][CH2:21]3)[cH:15][cH:16][c:17]2[n:18]1.[OH2:48]>>[NH2:1][c:4]1[cH:5][c:6]([CH2:28][N:29]2[CH2:30][CH:31]([C:33](=[O:34])[O:35][CH3:36])[CH2:32]2)[cH:7][cH:8][c:9]1-[c:10]1[s:11][c:12]2[n:13][c:14]([C:19]3([c:22]4[cH:23][cH:24][cH:25][cH:26][cH:27]4)[CH2:20][CH2:21]3)[cH:15][cH:16][c:17]2[n:18]1. The reactants are CCOC(=O)c1onc(-c2cccs2)c1CBr, O=C([O-])[O-], CCOC(=O)CNCc1ccc(OC)cc1OC, CCOC(C)=O, [K+], [K+], CN(C)C=O, O. Product: CCOC(=O)CN(Cc1ccc(OC)cc1OC)Cc1c(-c2cccs2)noc1C(=O)OCC. As a reaction SMILES: [Br:1][CH2:2][c:3]1[c:4](-[c:13]2[s:14][cH:15][cH:16][cH:17]2)[n:5][o:6][c:7]1[C:8](=[O:9])[O:10][CH2:11][CH3:12].[C:36](=[O:37])([O-:38])[O-:39].[CH2:18]([CH3:19])[O:20][C:21]([CH2:22][NH:23][CH2:24][c:25]1[c:26]([O:33][CH3:34])[cH:27][c:28]([O:31][CH3:32])[cH:29][cH:30]1)=[O:35].[CH3:42][CH2:43][O:44][C:45]([CH3:46])=[O:47].[K+:40].[K+:41].[O:48]=[CH:49][N:50]([CH3:51])[CH3:52].[OH2:53]>>[CH2:2]([c:3]1[c:4](-[c:13]2[s:14][cH:15][cH:16][cH:17]2)[n:5][o:6][c:7]1[C:8](=[O:9])[O:10][CH2:11][CH3:12])[N:23]([CH2:22][C:21]([O:20][CH2:18][CH3:19])=[O:35])[CH2:24][c:25]1[c:26]([O:33][CH3:34])[cH:27][c:28]([O:31][CH3:32])[cH:29][cH:30]1. The reactants are NCCCCCCCN (1,9-diazanonane), C1(=CC=C(C=C1)S(=O)(=O)Cl)C (p-toluenesulfonyl chloride). Run in N1=CC=CC=C1 (pyridine). Run at time 8 hour. Yields the product CC1=CC=C(C=C1)S(=O)(=O)NCCCCCCCNS(=O)(=O)C1=CC=C(C=C1)C (1,9-bis[(4-methylphenyl)sulfonyl]-1,9-diazanonane). RXN SMILES: [NH2:1][CH2:2][CH2:3][CH2:4][CH2:5][CH2:6][CH2:7][CH2:8][NH2:9].[C:10]1([CH3:20])[CH:15]=[CH:14][C:13]([S:16](Cl)(=[O:18])=[O:17])=[CH:12][CH:11]=1>N1C=CC=CC=1>[CH3:20][C:10]1[CH:15]=[CH:14][C:13]([S:16]([NH:1][CH2:2][CH2:3][CH2:4][CH2:5][CH2:6][CH2:7][CH2:8][NH:9][S:16]([C:13]2[CH:14]=[CH:15][C:10]([CH3:20])=[CH:11][CH:12]=2)(=[O:18])=[O:17])(=[O:18])=[O:17])=[CH:12][CH:11]=1. Procedure details: Dissolve 1,9-diazanonane (13g, 0.1 mol) in pyridine (50 mL) and cool to ° C. Add, in portions, p-toluenesulfonyl chloride (41.9 g, 0.22 mol) and stir overnight. Extract into chloroform, wash with water, 5% hydrochloric acid, water and dry (MgSO4). Evaporate the solvent in vacuo and purify by silica gel chromatography to give 1,9-bis[(4-methylphenyl)sulfonyl]-1,9-diazanonane. The reactants are COC(=O)C=1N(N=C(C1)[N+](=O)[O-])CC1=CC(=C(C(=C1)F)F)F (5-nitro-2-(3,4,5-trifluoro-benzyl)-2H-pyrazole-3-carboxylic acid methyl ester). The reagents and catalysts are [Pd] (palladium). The solvent is CO (methanol). Reaction conditions: time 1.5 hour. Product: COC(=O)C=1N(N=C(C1)N)CC1=CC(=C(C(=C1)F)F)F (5-Amino-2-(3,4,5-trifluoro-benzyl)-2H-pyrazole-3-carboxylic acid methyl ester). Yield: 7.8%. Reaction SMILES: [CH3:1][O:2][C:3]([C:5]1[N:6]([CH2:13][C:14]2[CH:19]=[C:18]([F:20])[C:17]([F:21])=[C:16]([F:22])[CH:15]=2)[N:7]=[C:8]([N+:10]([O-])=O)[CH:9]=1)=[O:4]>CO.[Pd]>[CH3:1][O:2][C:3]([C:5]1[N:6]([CH2:13][C:14]2[CH:19]=[C:18]([F:20])[C:17]([F:21])=[C:16]([F:22])[CH:15]=2)[N:7]=[C:8]([NH2:10])[CH:9]=1)=[O:4]. Procedure: To a suspension of 5-nitro-2-(3,4,5-trifluoro-benzyl)-2H-pyrazole-3-carboxylic acid methyl ester (649 mg, 2.1 mmol) in 12 ml of methanol was added 100 mg of palladium 10% on charcoal and the mixture hydrogenated for 1.5 hours at room temperature and normal pressure. The catalyst was filtered off and the filtrate concentrated to yield the title compound as a colorless solid (47 mg, Yield=80%). MS ISP (m/e): 286.0 (100) [(M+H)+]. Starting materials: C(CCC)[Li] (n-Butyllithium), [H-].C(C(C)C)[Al+]CC(C)C (diisobutylaluminium hydride), C(C)(C)(C)N(C(=O)C=1SC=C(C1C)C1=CC=C(C=C1)C(F)(F)F)C (N-(tert-butyl)-N,3-dimethyl-4-[4-(trifluoromethyl)phenyl]thiophene-2-carboxamide), C(C)(C)(C)N(C(=O)C=1SC=C(C1C)C1=CC=C(C=C1)C(F)(F)F)C (N-(tert-butyl)-N,3-dimethyl-4-[4-(trifluoromethyl)phenyl]thiophene-2-carboxamide), [BH4-].[Na+] (sodium borohydride). Run in C1CCCCC1 (cyclohexane), O1CCCC1 (tetrahydrofuran), O1CCCC1 (tetrahydrofuran), C(C)O (ethanol). Run at time 30 minute. Yields the product CC1=C(SC=C1C1=CC=C(C=C1)C(F)(F)F)CO ({3-methyl-4-[4-(trifluoromethyl)phenyl]thien-2-yl}methanol). As a reaction SMILES: C([Li])CCC.[H-].C([Al+]CC(C)C)C(C)C.C(N(C)[C:21]([C:23]1[S:24][CH:25]=[C:26]([C:29]2[CH:34]=[CH:33][C:32]([C:35]([F:38])([F:37])[F:36])=[CH:31][CH:30]=2)[C:27]=1[CH3:28])=[O:22])(C)(C)C.[BH4-].[Na+]>C1CCCCC1.O1CCCC1.C(O)C>[CH3:28][C:27]1[C:26]([C:29]2[CH:30]=[CH:31][C:32]([C:35]([F:38])([F:36])[F:37])=[CH:33][CH:34]=2)=[CH:25][S:24][C:23]=1[CH2:21][OH:22] |f:1.2,4.5|. Procedure: n-Butyllithium (1.6M in hexanes, 1.1 ml) was added dropwise to a mixture of 1M diisobutylaluminium hydride in cyclohexane (1.77 ml) and tetrahydrofuran at 0° C. under nitrogen. This mixture was allowed to stir for 30 minutes then was added to a cooled (0° C.) solution of N-(tert-butyl)-N,3-dimethyl-4-[4-(trifluoromethyl)phenyl]thiophene-2-carboxamide (intermediate 40, 0.210 g) in tetrahydrofuran (2.5 ml) under nitrogen. After 1.5 hours, a solution of sodium borohydride (0.68 g) in ethanol (5 ml)... Starting materials: C1(CCCC1)CC(C(=O)O)N1N=CC(=CC1=O)CC1=C(C=CC=C1)C(F)(F)F (3-cyclopentyl-2-[6-oxo-4-(2-trifluoromethyl-benzyl)-6H-pyridazin-1-yl]-propionic acid), NC1=NN(C=C1)CC(C)(O)C (1-(3-amino-pyrazol-1-yl)-2-methyl-propan-2-ol), C1(CCCC1)CC(C(=O)O)N1N=CC(=CC1=O)CC1=C(C=CC=C1)C(F)(F)F (3-cyclopentyl-2-[6-oxo-4-(2-trifluoromethyl-benzyl)-6H-pyridazin-1-yl]-propionic acid), NC1=NN(C=C1)CC(C)(O)C (1-(3-amino-pyrazol-1-yl)-2-methyl-propan-2-ol). The product is C1(CCCC1)CC(C(=O)NC1=NN(C=C1)CC(C)(C)O)N1N=CC(=CC1=O)CC1=C(C=CC=C1)C(F)(F)F (3-cyclopentyl-N-[1-(2-hydroxy-2-methyl-propyl)-1H-pyrazol-3-yl]-2-[6-oxo-4-(2-trifluoromethyl-benzyl)-6H-pyridazin-1-yl]-propionamide). The yield is 61.0%. Reaction SMILES: [CH:1]1([CH2:6][CH:7]([N:11]2[C:16](=[O:17])[CH:15]=[C:14]([CH2:18][C:19]3[CH:24]=[CH:23][CH:22]=[CH:21][C:20]=3[C:25]([F:28])([F:27])[F:26])[CH:13]=[N:12]2)[C:8](O)=[O:9])[CH2:5][CH2:4][CH2:3][CH2:2]1.[NH2:29][C:30]1[CH:34]=[CH:33][N:32]([CH2:35][C:36]([CH3:39])([OH:38])[CH3:37])[N:31]=1>>[CH:1]1([CH2:6][CH:7]([N:11]2[C:16](=[O:17])[CH:15]=[C:14]([CH2:18][C:19]3[CH:24]=[CH:23][CH:22]=[CH:21][C:20]=3[C:25]([F:27])([F:26])[F:28])[CH:13]=[N:12]2)[C:8]([NH:29][C:30]2[CH:34]=[CH:33][N:32]([CH2:35][C:36]([OH:38])([CH3:37])[CH3:39])[N:31]=2)=[O:9])[CH2:2][CH2:3][CH2:4][CH2:5]1. Procedure details: Using the method described in Example 17, 3-cyclopentyl-2-[6-oxo-4-(2-trifluoromethyl-benzyl)-6H-pyridazin-1-yl]-propionic acid (Intermediate 63) and 1-(3-amino-pyrazol-1-yl)-2-methyl-propan-2-ol (Intermediate 1) afforded 3-cyclopentyl-N-[1-(2-hydroxy-2-methyl-propyl)-1H-pyrazol-3-yl]-2-[6-oxo-4-(2-trifluoromethyl-benzyl)-6H-pyridazin-1-yl]-propionamide as an off-white solid (77 mg, 61%); ES+-HRMS m/e calcd for C27H32N5O3F3 [M+H+] 532.2530, found 532.2530. 1H-NMR (300 MHz, DMSO-d6) δ ppm 1.04 (s...